This data is from the Open Reaction Database (ORD), a public repository of structured organic reaction records. The task is: describe an organic reaction: reactants, conditions, products, and yield Starting materials: C(CCCCCN=C=O)N=C=O (hexamethylene diisocyanate), C1(CCCCCN1)=O (ε-caprolactam). The reagents and catalysts are C(CCCCCCCCCCC)(=O)[O-].C(CCCCCCCCCCC)(=O)[O-].C(CCC)[Sn+2]CCCC (dibutyltin dilaurate). Reaction conditions: temperature 80 celsius, time 2 hour. The product is C(N)(=O)C1C(=O)NCCCC1 (carbamoyl caprolactam). Isolated yield 817.2%. RXN SMILES: [CH2:1]([N:10]=C=O)[CH2:2][CH2:3][CH2:4][CH2:5][CH2:6][N:7]=[C:8]=[O:9].C1(=[O:20])NCCCCC1>C([O-])(=O)CCCCCCCCCCC.C([O-])(=O)CCCCCCCCCCC.C([Sn+2]CCCC)CCC>[C:1]([CH:2]1[CH2:3][CH2:4][CH2:5][CH2:6][NH:7][C:8]1=[O:9])(=[O:20])[NH2:10] |f:2.3.4|. Procedure details: To the flask were added 0.01 g of dibutyltin dilaurate and then 17.0 g of hexamethylene diisocyanate to effect reaction with the polyoxytetramethylene di-ol. After stirring for 2 hours, 12.0 g of dry ε-caprolactam was added to the reaction mixture, and the inner temperature was raised up to 80° C., at which the reaction was continued for an additional 2 hours. There was obtained 129 g of carbamoyl caprolactam-terminated polyoxytetramethylene.